From a dataset of the Open Reaction Database (ORD), a public repository of structured organic reaction records. describe an organic reaction: reactants, conditions, products, and yield Starting materials: Cc1cnc(N2CCN(C(=O)c3ccc(N4C(=O)OCC4CO)cc3)CC2)c(C)c1, CN(C)C=O, [H-], CI, [Na+], O. Yields the product COCC1COC(=O)N1c1ccc(C(=O)N2CCN(c3ncc(C)cc3C)CC2)cc1. As a reaction SMILES: [CH3:1][c:2]1[c:3]([N:9]2[CH2:10][CH2:11][N:12]([C:15](=[O:16])[c:17]3[cH:18][cH:19][c:20]([N:23]4[C:24](=[O:30])[O:25][CH2:26][CH:27]4[CH2:28][OH:29])[cH:21][cH:22]3)[CH2:13][CH2:14]2)[n:4][cH:5][c:6]([CH3:8])[cH:7]1.[CH3:36][N:37]([CH3:38])[CH:39]=[O:40].[H-:31].[I:33][CH3:34].[Na+:32].[OH2:35]>>[CH3:1][c:2]1[c:3]([N:9]2[CH2:10][CH2:11][N:12]([C:15](=[O:16])[c:17]3[cH:18][cH:19][c:20]([N:23]4[C:24](=[O:30])[O:25][CH2:26][CH:27]4[CH2:28][O:29][CH3:34])[cH:21][cH:22]3)[CH2:13][CH2:14]2)[n:4][cH:5][c:6]([CH3:8])[cH:7]1. Reactants: COc2ccc1ccccc1c2 (substrate), Cc2cc1ncn(C)c1cc2C (effective_coupling_partner). The reagents and catalysts are IPr. Reaction conditions: temperature 90 celsius, time 16 hour. The product is Cc4cc3nc(c2ccc1ccccc1c2)n(C)c3cc4C. Starting materials: O (water), C(C)(=O)OCC (ethyl acetate), [BH4-].[Na+] (sodium borohydride), C12(CC3CC(CC(C1)C3)C2)CC[N-]CCCCC (N-[2-(1-adamantyl)ethyl]-1-pentylamide), CO (methanol), O (Water). Run at time 8 hour. Yields the product C12(CC3CC(CC(C1)C3)C2)CCN(C(COCCO)=O)CCCCC (2-(2-hydroxyethoxy)acetic acid N-[2-(1-adamantyl)ethyl]-1-pentylamide). The yield is 22.0%. RXN SMILES: [BH4-].[Na+].[C:3]12([CH2:13][CH2:14][N-:15][CH2:16][CH2:17][CH2:18][CH2:19][CH3:20])[CH2:12][CH:7]3[CH2:8][CH:9]([CH2:11][CH:5]([CH2:6]3)[CH2:4]1)[CH2:10]2.[OH2:21].[C:22]([O:25][CH2:26][CH3:27])(=O)[CH3:23].C[OH:29]>>[C:3]12([CH2:13][CH2:14][N:15]([CH2:16][CH2:17][CH2:18][CH2:19][CH3:20])[C:23](=[O:29])[CH2:22][O:25][CH2:26][CH2:27][OH:21])[CH2:10][CH:9]3[CH2:8][CH:7]([CH2:6][CH:5]([CH2:11]3)[CH2:4]1)[CH2:12]2 |f:0.1|. Procedure details: Next, sodium borohydride (0.18 g, 4.8 mmol) was added to a solution of N-[2-(1-adamantyl)ethyl]-1-pentylamide (0.37 g, 0.96 mmol) in methanol (3 ml) under ice-cooling, and the mixture was stirred at room temperature overnight. Water (10 ml) was added to the reaction mixture, and the whole was stirred for 10 minutes and then distributed between water (20 ml) and ethyl acetate (30 ml). The organic layer was washed with a saturated aqueous sodium chloride solution (10 ml) and dried over anhydrous m...